Dataset: the Open Reaction Database (ORD), a public repository of structured organic reaction records. Task: describe an organic reaction: reactants, conditions, products, and yield Starting materials: CI, CCO, [Na+], [OH-], Oc1ccc2c(c1)C(C(Cl)(Cl)Cl)OC(C(Cl)(Cl)Cl)O2. The product is COc1ccc2c(c1)C(C(Cl)(Cl)Cl)OC(C(Cl)(Cl)Cl)O2. As a reaction SMILES: [CH3:22][I:23].[CH3:24][CH2:25][OH:26].[Na+:2].[OH-:1].[OH:3][c:4]1[cH:5][cH:6][c:7]2[c:8]([cH:21]1)[CH:9]([C:17]([Cl:18])([Cl:19])[Cl:20])[O:10][CH:11]([C:13]([Cl:14])([Cl:15])[Cl:16])[O:12]2>>[O:3]([c:4]1[cH:5][cH:6][c:7]2[c:8]([cH:21]1)[CH:9]([C:17]([Cl:18])([Cl:19])[Cl:20])[O:10][CH:11]([C:13]([Cl:14])([Cl:15])[Cl:16])[O:12]2)[CH3:22]. Reactants: [BH4-], CCO, [Na+], COC(=O)c1cc(O)n2nc(C)nc2n1. Yields the product Cc1nc2nc(CO)cc(O)n2n1. As a reaction SMILES: [BH4-:16].[CH3:18][CH2:19][OH:20].[Na+:17].[OH:1][c:2]1[cH:3][c:4]([C:12](=[O:13])[O:14][CH3:15])[n:5][c:6]2[n:7]1[n:8][c:9]([CH3:11])[n:10]2>>[OH:1][c:2]1[cH:3][c:4]([CH2:12][OH:13])[n:5][c:6]2[n:7]1[n:8][c:9]([CH3:11])[n:10]2. Starting materials: COC(C(CC1=CC(=C(C(=C1)OC)Cl)OC)C#N)OC (4-chloro-3,5-dimethoxy-α-cyano-hydrocinnamaldehyde dimethyl acetal), NC(=N)N (guanidine). The product is NC1=NC=C(C(=N1)N)CC1=CC(=C(C(=C1)OC)Cl)OC (2,4-diamino-5-(4-chloro-3,5-dimethoxybenzyl)-pyrimidine). Reaction SMILES: CO[CH:3](OC)[CH:4]([C:17]#[N:18])[CH2:5][C:6]1[CH:11]=[C:10]([O:12][CH3:13])[C:9]([Cl:14])=[C:8]([O:15][CH3:16])[CH:7]=1.[NH2:21][C:22]([NH2:24])=[NH:23]>>[NH2:23][C:22]1[N:24]=[C:17]([NH2:18])[C:4]([CH2:5][C:6]2[CH:7]=[C:8]([O:15][CH3:16])[C:9]([Cl:14])=[C:10]([O:12][CH3:13])[CH:11]=2)=[CH:3][N:21]=1. Reported procedure: 21 G. of 4-chloro-3,5-dimethoxy-α-cyano-hydrocinnamaldehyde dimethyl acetal were heated to reflux for 1.5 hours with 140 ml. of a 1N methanolic guanidine solution. The solvent was then removed by distillation on an oil bath at 160° C. and the residue heated for 15-20 minutes at this temperature until completely solidified to a crystalline mass. The mass was slurried with 80-100 ml. of water and removed by filtration under suction, whereby there was obtained 2,4-diamino-5-(4-chloro-3,5-dimethoxyb... Reactants: CN1CCC(CC1)C1=CC=C(C=C1)C1=NC=CC(=C1)OC=1C=NC(=CC1)[N+](=O)[O-] (2-(4-(1-methylpiperidin-4-yl)phenyl)-4-((6-nitropyridin-3-yl)oxy)pyridine), [Sn](Cl)Cl (tin(II) chloride), [Sn](Cl)Cl (tin(II) chloride), [Sn](Cl)Cl (tin(II) chloride), [Sn](Cl)Cl (tin(II) chloride). Solvent: CCOC(=O)C (EtOAc), CCO (EtOH). Reaction conditions: temperature 65 celsius. The product is CN1CCC(CC1)C1=CC=C(C=C1)C1=NC=CC(=C1)OC=1C=CC(=NC1)N (5-((2-(4-(1-methylpiperidin-4-yl)phenyl)pyridin-4-yl)oxy)pyridin-2-amine). Yield: 136.0%. Reaction SMILES: [CH3:1][N:2]1[CH2:7][CH2:6][CH:5]([C:8]2[CH:13]=[CH:12][C:11]([C:14]3[CH:19]=[C:18]([O:20][C:21]4[CH:22]=[N:23][C:24]([N+:27]([O-])=O)=[CH:25][CH:26]=4)[CH:17]=[CH:16][N:15]=3)=[CH:10][CH:9]=2)[CH2:4][CH2:3]1.[Sn](Cl)Cl>CCOC(C)=O.CCO>[CH3:1][N:2]1[CH2:3][CH2:4][CH:5]([C:8]2[CH:9]=[CH:10][C:11]([C:14]3[CH:19]=[C:18]([O:20][C:21]4[CH:26]=[CH:25][C:24]([NH2:27])=[N:23][CH:22]=4)[CH:17]=[CH:16][N:15]=3)=[CH:12][CH:13]=2)[CH2:6][CH2:7]1. Procedure details: A solution of 2-(4-(1-methylpiperidin-4-yl)phenyl)-4-((6-nitropyridin-3-yl)oxy)pyridine (0.199 g, 0.510 mmol) in EtOAc (10 mL) and EtOH (10 mL) was treated with tin(II) chloride dehydrate (0.575 g, 2.55 mmol), heated at 65° C. for 4 h, then heated 75° C. overnight. Additional tin(II) chloride dehydrate (300 mg) was added, the mixture heated at 80° C. for 6 h, treated with another portion of tin(II) chloride dehydrate (300 mg) and heated at 80° C. for 3 days. Additional tin(II) chloride dehydrate... Yield: 98.8%. Product: NC1=NC=C(C=C1N)C (2,3-Diamino-5-methylpyridine). The solvent is CO (methanol). Reagents/catalysts: [Pd] (Pd-C). Procedure details: A mixture of 38 (790 mg, 5.17 mmol), methanol (60 mL), and 5% Pd-C (70 mg) was shaken under H2 (20-30 psi) for 3 h, then filtered and evaporated to give 629 mg (99%) of the diamine 39 as a black thick oil. 1H NMR (CDCl3) δ2.160 (s, 3H), 3.308 (bs, 2H), 4.160 (bs, 2H), 6.740 (s, 1H), 7.459 (s, 1H). It was used for the next reaction without further purification. As a reaction SMILES: [NH2:1][C:2]1[C:7]([N+:8]([O-])=O)=[CH:6][C:5]([CH3:11])=[CH:4][N:3]=1>[Pd].CO>[NH2:1][C:2]1[C:7]([NH2:8])=[CH:6][C:5]([CH3:11])=[CH:4][N:3]=1. Run at time 3 hour. Reactants: NC1=NC=C(C=C1[N+](=O)[O-])C (2-Amino-5-methyl-3-nitropyridine).